From a dataset of the Open Reaction Database (ORD), a public repository of structured organic reaction records. describe an organic reaction: reactants, conditions, products, and yield Starting materials: S(=O)(Cl)Cl (Thionyl chloride), CNC(CC(=O)O)C1=CC=CC=C1 (3-methylamino-3-phenylpropionic acid), CO (methanol). Run at time 5 hour. Product: COC(CC(C1=CC=CC=C1)NC)=O (methyl-3-methylamino-3-phenylpropionate). As a reaction SMILES: S(Cl)(Cl)=O.[CH3:5][NH:6][CH:7]([C:12]1[CH:17]=[CH:16][CH:15]=[CH:14][CH:13]=1)[CH2:8][C:9]([OH:11])=[O:10].[CH3:18]O>>[CH3:18][O:10][C:9](=[O:11])[CH2:8][CH:7]([NH:6][CH3:5])[C:12]1[CH:17]=[CH:16][CH:15]=[CH:14][CH:13]=1. Procedure details: Thionyl chloride (30 ml) was added at 0°-5° C. to a stirred solution of 3-methylamino-3-phenylpropionic acid (39 g) in anhydrous methanol and the mixture stirred at ambient temperature for 5 hours. The solution was evaporated under reduced pressure and the residue treated with 2N sodium carbonate (350 ml). The solution was extracted with dichloromethane (2×100 ml). The combined extracts were washed with water (250 ml) dried over magnesium sulphate and evaporated under reduced pressure to give me... Starting materials: C(CC)O[C@H](C(=O)OC1=CC=C(C=C1)C1=CC=C(C(=O)Cl)C=C1)C ((S)-4-[4-(2-propoxypropanoyloxy)phenyl]benzoyl chloride), C(#N)[C@]1([C@H](C1)CCCCCC)C1=CC=C(C=C1)O ((1R,2S)-1-cyano-2-hexyl-1-(4-hydroxyphenyl)cyclopropane), CCOCC (ether), N1=CC=CC=C1 (pyridine). Solvent: ClCCl (dichloromethane). Run at time 3 hour. Product: C(CC)O[C@H](C(=O)OC1=CC=C(C=C1)C1=CC=C(C(=O)OC2=CC=C(C=C2)[C@@]2([C@H](C2)CCCCCC)C#N)C=C1)C (4-((1R,2S)-1-cyano-2-hexylcyclopropyl)phenyl (S)-4-[4-(2-propoxypropanoyloxy)phenyl]benzoate). The yield is 46.0%. Reaction SMILES: [CH2:1]([O:4][C@@H:5]([CH3:24])[C:6]([O:8][C:9]1[CH:14]=[CH:13][C:12]([C:15]2[CH:23]=[CH:22][C:18]([C:19](Cl)=[O:20])=[CH:17][CH:16]=2)=[CH:11][CH:10]=1)=[O:7])[CH2:2][CH3:3].[C:25]([C@:27]1([C:36]2[CH:41]=[CH:40][C:39]([OH:42])=[CH:38][CH:37]=2)[CH2:29][C@@H:28]1[CH2:30][CH2:31][CH2:32][CH2:33][CH2:34][CH3:35])#[N:26].N1C=CC=CC=1.CCOCC>ClCCl>[CH2:1]([O:4][C@@H:5]([CH3:24])[C:6]([O:8][C:9]1[CH:14]=[CH:13][C:12]([C:15]2[CH:23]=[CH:22][C:18]([C:19]([O:42][C:39]3[CH:38]=[CH:37][C:36]([C@@:27]4([C:25]#[N:26])[CH2:29][C@@H:28]4[CH2:30][CH2:31][CH2:32][CH2:33][CH2:34][CH3:35])=[CH:41][CH:40]=3)=[O:20])=[CH:17][CH:16]=2)=[CH:11][CH:10]=1)=[O:7])[CH2:2][CH3:3]. Procedure: In 10 ml of dichloromethane were dissolved 83 mg of (S)-4-[4-(2-propoxypropanoyloxy)phenyl]benzoyl chloride and 65 mg of (1R,2S)-1-cyano-2-hexyl-1-(4-hydroxyphenyl)cyclopropane. To this solution was added 0.5 ml of pyridine. The resulting mixture was stirred for 3 hours under reflux. The reaction mixture was cooled, and then ether was added thereto. The ethanol phase was separated, washed with diluted hydrochloric acid, water, and then saturated sodium chloride aqueous solution, and dried over a... The reactants are C(CCC)C1=NC(=C(C(=N1)O)CC(=O)OCC)O (Ethyl 2-butyl-4,6-dihydroxy-5-pyrimidine-acetate), CN(C=O)C (dimethylformamide), C([O-])([O-])=O.[K+].[K+] (potassium carbonate), COC(=O)C1=CC=C(CBr)C=C1 ([4-(methoxycarbonyl)-benzyl]-bromide). Solvent: O (water). Reaction conditions: time 6 hour. The product is C(CCC)C=1N(C(C(=C(N1)O)CC(=O)OCC)=O)CC1=CC=C(C=C1)C(=O)OC (Ethyl 2-butyl-1,6-dihydro-4-hydroxy-1-[4-methoxycarbonyl-benzyl]-6-oxo-5-pyrimidine acetate). Isolated yield 34.8%. As a reaction SMILES: [CH2:1]([C:5]1[N:10]=[C:9]([OH:11])[C:8]([CH2:12][C:13]([O:15][CH2:16][CH3:17])=[O:14])=[C:7]([OH:18])[N:6]=1)[CH2:2][CH2:3][CH3:4].CN(C)C=O.C(=O)([O-])[O-].[K+].[K+].[CH3:30][O:31][C:32]([C:34]1[CH:41]=[CH:40][C:37]([CH2:38]Br)=[CH:36][CH:35]=1)=[O:33]>O>[CH2:1]([C:5]1[N:10]([CH2:38][C:37]2[CH:36]=[CH:35][C:34]([C:32]([O:31][CH3:30])=[O:33])=[CH:41][CH:40]=2)[C:9](=[O:11])[C:8]([CH2:12][C:13]([O:15][CH2:16][CH3:17])=[O:14])=[C:7]([OH:18])[N:6]=1)[CH2:2][CH2:3][CH3:4] |f:2.3.4|. Procedure: 100 mg of the product of Step D of Example 1 were introduced into 4 ml of dimethylformamide, 108 mg of potassium carbonate and 106 mg of [4-(methoxycarbonyl)-benzyl]-bromide. The mixture was stirred at ambient temperature for 6 hours, followed by pouring into water, extracting 3 times with ethyl acetate, washing with a saturated solution of sodium chloride and evaporating to dryness under reduced pressure. After chromatography on silica (eluant: methylene chloride-ethyl acetate: 6-4), 55 mg of t... The reactants are COC1=C(OCC(=O)O)C=CC(=C1)[C@H]1[C@@H](C1)C(C1=CC(=CC=C1)OCCN)=O.FC(C(=O)O)(F)F ((+/-)-trans-[[2-methoxy-4-[2-((3-(2-aminoethoxy)benzoyl))cyclopropyl]phenoxy]]acetic acid·trifluoroacetic acid), N (NH3). Product: NCCOC=1C=C(C(=O)C=2C=C3C=CC(=CC3=CC2)OCC(=O)O)C=CC1.FC(C(=O)O)(F)F ([6-((3-(2-Aminoethoxy)benzoyl))-2-naphthalenyloxy]acetic acid·trifluoroacetic acid). Reaction SMILES: CO[C:3]1[CH:13]=[C:12]([C@@H:14]2[CH2:16][C@H:15]2[C:17](=[O:28])[C:18]2[CH:23]=[CH:22][CH:21]=[C:20]([O:24][CH2:25][CH2:26][NH2:27])[CH:19]=2)[CH:11]=[CH:10][C:4]=1[O:5][CH2:6][C:7]([OH:9])=[O:8].[F:29][C:30]([F:35])([F:34])[C:31]([OH:33])=[O:32].N>>[NH2:27][CH2:26][CH2:25][O:24][C:20]1[CH:19]=[C:18]([CH:23]=[CH:22][CH:21]=1)[C:17]([C:15]1[CH:14]=[C:12]2[C:13](=[CH:30][CH:16]=1)[CH:3]=[C:4]([O:5][CH2:6][C:7]([OH:9])=[O:8])[CH:10]=[CH:11]2)=[O:28].[F:29][C:30]([F:35])([F:34])[C:31]([OH:33])=[O:32] |f:0.1,3.4|. Reported procedure: Ex. 315. (+/-)-trans-[[2-methoxy-4-[2-((3-(2-aminoethoxy)benzoyl))cyclopropyl]phenoxy]]acetic acid·trifluoroacetic acid MS (NH3): 404 (5% M+NH4), 386 (base, M+H). As a reaction SMILES: [C:1]1([C:7]2[C:11]3[C:12](=[O:21])[C:13](=[O:20])[C:14]4[C:19]([C:10]=3[O:9][N:8]=2)=[CH:18][CH:17]=[CH:16][CH:15]=4)[CH:6]=[CH:5][CH:4]=[CH:3][CH:2]=1>CO>[C:7]([C:11]1[C:10](=[O:9])[C:19]2[C:14]([C:13](=[O:20])[C:12]=1[OH:21])=[CH:15][CH:16]=[CH:17][CH:18]=2)(=[NH:8])[C:1]1[CH:2]=[CH:3][CH:4]=[CH:5][CH:6]=1. Yields the product C(C1=CC=CC=C1)(=N)C=1C(C2=CC=CC=C2C(C1O)=O)=O (2-benzimidoyl-3-hydroxy-1,4-naphthoquinone). Procedure details: A solution of 3-phenyl-4,5-dihydronaphtho-[2,1-d]isoxazole-4,5-dione (40 mg) in methanol (40 ml) is irradiated by light of a high-pressure mercury lamp (1 KW) at room temperature (20°-30°C) for about 1 hour. After removal of the solvent, the residue is chromatographed on alumina and eluted with methylene chloride-methanol (20:1). The eluate is evaporated and the residue is washed with isopropyl ether-ether to give 2-benzimidoyl-3-hydroxy-1,4-naphthoquinone (23 mg). Recrystallization from acetic ... The reactants are C1(=CC=CC=C1)C1=NOC2=C1C(C(C1=CC=CC=C12)=O)=O (3-phenyl-4,5-dihydronaphtho-[2,1-d]isoxazole-4,5-dione). Solvent: CO (methanol). The yield is 57.1%. The reactants are CCOC(=O)CCCBr, Br, O=C([O-])[O-], CN(C)CCCC1c2ccccc2CCc2cc(O)ccc21, CC(C)=O, [Cs+], [Cs+], [I-], [Na+], C1COCCOCCOCCOCCOCCO1, CN(C)C=O. The product is CCOC(=O)CCCOc1ccc2c(c1)CCc1ccccc1C2CCCN(C)C. As a reaction SMILES: [Br:50][CH2:51][CH2:52][CH2:53][C:54](=[O:55])[O:56][CH2:57][CH3:58].[BrH:1].[C:26](=[O:27])([O-:28])[O-:29].[CH3:2][N:3]([CH2:4][CH2:5][CH2:6][CH:7]1[c:8]2[c:9]([cH:19][cH:20][cH:21][cH:22]2)[CH2:10][CH2:11][c:12]2[c:13]1[cH:14][cH:15][c:16]([OH:18])[cH:17]2)[CH3:23].[CH3:64][C:65](=[O:66])[CH3:67].[Cs+:30].[Cs+:31].[I-:25].[Na+:24].[O:32]1[CH2:33][CH2:34][O:35][CH2:36][CH2:37][O:38][CH2:39][CH2:40][O:41][CH2:42][CH2:43][O:44][CH2:45][CH2:46][O:47][CH2:48][CH2:49]1.[O:59]=[CH:60][N:61]([CH3:62])[CH3:63]>>[CH3:2][N:3]([CH2:4][CH2:5][CH2:6][CH:7]1[c:8]2[c:9]([cH:19][cH:20][cH:21][cH:22]2)[CH2:10][CH2:11][c:12]2[c:13]1[cH:14][cH:15][c:16]([O:18][CH2:51][CH2:52][CH2:53][C:54](=[O:55])[O:56][CH2:57][CH3:58])[cH:17]2)[CH3:23]. Reactants: FC1=CC(=C(CNC(OC(C)(C)C)=O)C=C1)C(NC)=O (tert-butyl 4-fluoro-2-(methylcarbamoyl)benzylcarbamate), BrC1=C(C(=O)O)C=C(C=C1)F (2-bromo-5-fluorobenzoic acid), C(F)(F)(F)C(=O)O (CF3CO2H). Solvent: C(Cl)Cl (CH2Cl2). Run at time 15 minute. Product: FC(C(=O)O)(F)F.NCC1=C(C(=O)NC)C=C(C=C1)F (2-Aminomethyl-5-fluoro-N-methyl-benzamide trifluoroacetic acid salt). Isolated yield 99.0%. As a reaction SMILES: [F:1][C:2]1[CH:16]=[CH:15][C:5]([CH2:6][NH:7]C(=O)OC(C)(C)C)=[C:4]([C:17](=[O:20])[NH:18][CH3:19])[CH:3]=1.BrC1C=CC(F)=CC=1C(O)=O.[C:32]([C:36]([OH:38])=[O:37])([F:35])([F:34])[F:33]>C(Cl)Cl>[F:33][C:32]([F:35])([F:34])[C:36]([OH:38])=[O:37].[NH2:7][CH2:6][C:5]1[CH:15]=[CH:16][C:2]([F:1])=[CH:3][C:4]=1[C:17]([NH:18][CH3:19])=[O:20] |f:4.5|. Procedure: To a solution of tert-butyl 4-fluoro-2-(methylcarbamoyl)benzylcarbamate (7.70 g, 27.3 mmol), prepared from 2-bromo-5-fluorobenzoic acid using literature methods in CH2Cl2 (100 mL) was added CF3CO2H (25 mL) and the mixture stirred at room temperature for 15 min. This was concentrated in vacuo and the residue triturated with diethyl ether to obtain 8.0 g (Yield 99%) of the title compound as a white powder. 1H NMR (300 MHz, D2O) δ ppm: 2.93 (3H, s) 4.20 (2H, s) 7.35 (1H, dt, J=8.5, 3 Hz) 7.42 (1H, ... The reactants are Cl.NC=1C(OC(=CC1O)C1=CC=CC=C1)=O (3-amino-4-hydroxy-6-phenyl-2H-pyran-2-one hydrochloride), C1CCOC1 (THF), [H-].[Na+] (sodium hydride), C(CCC1=CC=CC=C1)Cl (hydrocinnamyl chloride). The product is OC1=C(C(OC(=C1)C1=CC=CC=C1)=O)NC(CCC1=CC=CC=C1)=O (N-(4-Hydroxy-2-oxo-6-phenyl-2H-pyran-3-yl)benzenepropanamide). Reaction SMILES: Cl.[NH2:2][C:3]1[C:4](=[O:16])[O:5][C:6]([C:10]2[CH:15]=[CH:14][CH:13]=[CH:12][CH:11]=2)=[CH:7][C:8]=1[OH:9].[H-].[Na+].[CH2:19](Cl)[CH2:20][CH2:21][C:22]1[CH:27]=[CH:26][CH:25]=[CH:24][CH:23]=1.C1C[O:32]CC1>>[OH:9][C:8]1[CH:7]=[C:6]([C:10]2[CH:15]=[CH:14][CH:13]=[CH:12][CH:11]=2)[O:5][C:4](=[O:16])[C:3]=1[NH:2][C:19](=[O:32])[CH2:20][CH2:21][C:22]1[CH:27]=[CH:26][CH:25]=[CH:24][CH:23]=1 |f:0.1,2.3|. Procedure details: The title compound was prepared by Method E using 3-amino-4-hydroxy-6-phenyl-2H-pyran-2-one hydrochloride (0.150 g, 0.626 mmol), THF (6 mL), 60% sodium hydride (0.028 mL, 0.688 mmol), hydrocinnamyl chloride (0.131 g, 0.688 mmol). m.p. 191-193° C.; 1H NMR (250 MHz, DMSO-d6) δ2.65 (t, 2 H), 2.89 (t, 2 H), 6.86 (s, 1 H), 7.26 (m, 5 H), 7.53 (m, 3 H), 7.84 (m, 2 H), 9.28 (s, 1 H). The reactants are ( 4 ), Cl(=O)(=O)(=O)[O-].[Li+] (Lithium perchlorate), C(C=C)OC[C@H](N)C1=CC=CC=C1 ((R)-2-(allyloxy)-1-phenylethanamine), FC=1C=C(C=C(C1)F)C[C@@H]([C@@H]1OC1)NC(OCC1=CC=CC=C1)=O (benzyl (S)-2-(3,5-difluorophenyl)-1-((S)-oxiran-2-yl)ethylcarbamate), C(=O)(O)[O-].[Na+] (NaHCO3). Run in CC#N (CH3CN), [Cl-].[Na+].O (brine). Reaction conditions: temperature 50 celsius, time 16 hour. Yields the product C(C=C)OC[C@@H](C1=CC=CC=C1)NC[C@H]([C@H](CC1=CC(=CC(=C1)F)F)NC(OCC1=CC=CC=C1)=O)O (benzyl (2S,3R)-4-((R)-2-(allyloxy)-1-phenylethylamino)-1-(3,5-difluorophenyl)-3-hydroxybutan-2-ylcarbamate). Yield: 72.1%. RXN SMILES: Cl([O-])(=O)(=O)=O.[Li+].[CH2:7]([O:10][CH2:11][C@@H:12]([C:14]1[CH:19]=[CH:18][CH:17]=[CH:16][CH:15]=1)[NH2:13])[CH:8]=[CH2:9].[F:20][C:21]1[CH:22]=[C:23]([CH2:28][C@H:29]([NH:33][C:34](=[O:43])[O:35][CH2:36][C:37]2[CH:42]=[CH:41][CH:40]=[CH:39][CH:38]=2)[C@H:30]2[CH2:32][O:31]2)[CH:24]=[C:25]([F:27])[CH:26]=1.C([O-])(O)=O.[Na+]>CC#N.[Cl-].[Na+].O>[CH2:7]([O:10][CH2:11][C@H:12]([NH:13][CH2:32][C@@H:30]([OH:31])[C@@H:29]([NH:33][C:34](=[O:43])[O:35][CH2:36][C:37]1[CH:42]=[CH:41][CH:40]=[CH:39][CH:38]=1)[CH2:28][C:23]1[CH:22]=[C:21]([F:20])[CH:26]=[C:25]([F:27])[CH:24]=1)[C:14]1[CH:19]=[CH:18][CH:17]=[CH:16][CH:15]=1)[CH:8]=[CH2:9] |f:0.1,4.5,7.8.9|. Procedure: Step Q (4): Lithium perchlorate (1.59 g, 15 mmol) was added to a solution of (R)-2-(allyloxy)-1-phenylethanamine (530 mg, 2.99 mmol) from Step Q (3) and benzyl (S)-2-(3,5-difluorophenyl)-1-((S)-oxiran-2-yl)ethylcarbamate (996 mg, 2.99 mmol) in CH3CN (10 mL). The resulting mixture was stirred at 50° C. for 16 h, then poured into a solution of brine and saturated aqueous NaHCO3. The aqueous layer was extracted with EtOAc. The combined organic layers were washed with brine, dried over dried over Na... The reactants are [N+](=O)([O-])C=1C=C(CN)C=CC1 (3-nitrobenzylamine), ClC=1C2=C(N=C(N1)C1=NC=CC=C1)SC=C2C (4-chloro-2-(pyridin-2-yl)-5-methyl-thieno-[2,3-d]-pyrimidine). Yields the product N1=C(C=CC=C1)C=1N=C(C2=C(N1)SC=C2C)NCC2=CC(=CC=C2)[N+](=O)[O-] (2-(pyridin-2-yl)-4-(3-nitrobenzylamino)-5-methyl-thieno-[2,3-d]-pyrimidine). As a reaction SMILES: [N+:1]([C:4]1[CH:5]=[C:6]([CH:9]=[CH:10][CH:11]=1)[CH2:7][NH2:8])([O-:3])=[O:2].Cl[C:13]1[C:14]2[C:27]([CH3:28])=[CH:26][S:25][C:15]=2[N:16]=[C:17]([C:19]2[CH:24]=[CH:23][CH:22]=[CH:21][N:20]=2)[N:18]=1>>[N:20]1[CH:21]=[CH:22][CH:23]=[CH:24][C:19]=1[C:17]1[N:18]=[C:13]([NH:8][CH2:7][C:6]2[CH:9]=[CH:10][CH:11]=[C:4]([N+:1]([O-:3])=[O:2])[CH:5]=2)[C:14]2[C:27]([CH3:28])=[CH:26][S:25][C:15]=2[N:16]=1. Procedure details: With the procedure of Example 1, the reaction of 3-nitrobenzylamine with 4-chloro-2-(pyridin-2-yl)-5-methyl-thieno-[2,3-d]-pyrimidine yields 2-(pyridin-2-yl)-4-(3-nitrobenzylamino)-5-methyl-thieno-[2,3-d]-pyrimidine.